This data is from the Open Reaction Database (ORD), a public repository of structured organic reaction records. The task is: describe an organic reaction: reactants, conditions, products, and yield The reactants are CC1([C@@H](C[C@@H]1C1=NN(C=N1)C1OCCCC1)N)C ((1R,3S)-2,2-dimethyl-3-(1-(tetrahydro-2H-pyran-2-yl)-1H-1,2,4-triazol-3-yl)cyclobutanamine), ClC1=NC(=NC=C1C#N)SC (4-chloro-2-(methylthio)pyrimidine-5-carbonitrile), CCN(C(C)C)C(C)C (DIEA). The solvent is C(C)(C)O (isopropanol). Reaction conditions: temperature 90 celsius, time 1 hour. Yields the product CC1([C@@H](C[C@@H]1C1=NN(C=N1)C1OCCCC1)NC1=NC(=NC=C1C#N)SC)C (4-(((1R,3S)-2,2-Dimethyl-3-(1-(tetrahydro-2H-pyran-2-yl)-1H-1,2,4-triazol-3-yl)cyclobutyl)amino)-2-(methylthio)pyrimidine-5-carbonitrile). Yield: 63.8%. Reaction SMILES: [CH3:1][C:2]1([CH3:18])[C@@H:5]([C:6]2[N:10]=[CH:9][N:8]([CH:11]3[CH2:16][CH2:15][CH2:14][CH2:13][O:12]3)[N:7]=2)[CH2:4][C@H:3]1[NH2:17].Cl[C:20]1[C:25]([C:26]#[N:27])=[CH:24][N:23]=[C:22]([S:28][CH3:29])[N:21]=1.CCN(C(C)C)C(C)C>C(O)(C)C>[CH3:1][C:2]1([CH3:18])[C@@H:5]([C:6]2[N:10]=[CH:9][N:8]([CH:11]3[CH2:16][CH2:15][CH2:14][CH2:13][O:12]3)[N:7]=2)[CH2:4][C@H:3]1[NH:17][C:20]1[C:25]([C:26]#[N:27])=[CH:24][N:23]=[C:22]([S:28][CH3:29])[N:21]=1. Procedure details: A mixture of (1R,3S)-2,2-dimethyl-3-(1-(tetrahydro-2H-pyran-2-yl)-1H-1,2,4-triazol-3-yl)cyclobutanamine (340 mg, crude) and 4-chloro-2-(methylthio)pyrimidine-5-carbonitrile (210 mg, 1.14 mmol) and DIEA (450 mg, 3.50 mmol) in isopropanol (5 mL) was stirred at 90° C. for 1 h. After removal of the solvent, the residue was purified by silica gel column chromatography (10%-30% ethyl acetate in petroleum ether) to afford the title compound (290 mg, 0.727 mmol, 65% yield for two steps). MS (ESI) m/z 40... Starting materials: COC(C1=C(C=C(C(=C1)[N+](=O)[O-])F)F)=O (2,4-difluoro-5-nitro-benzoic acid methyl ester), CN (methylamine). Run in CN(C)C=O (DMF). Product: FC1=C(C(=O)O)C=C(C(=C1)NC)[N+](=O)[O-] (2-Fluoro-4-methylamino-5-nitro-benzoic acid). RXN SMILES: C[O:2][C:3](=[O:15])[C:4]1[CH:9]=[C:8]([N+:10]([O-:12])=[O:11])[C:7](F)=[CH:6][C:5]=1[F:14].[CH3:16][NH2:17]>CN(C=O)C>[F:14][C:5]1[CH:6]=[C:7]([NH:17][CH3:16])[C:8]([N+:10]([O-:12])=[O:11])=[CH:9][C:4]=1[C:3]([OH:2])=[O:15]. Reported procedure: 2-Fluoro-4-methylamino-5-nitro-benzoic acid (375 mg) was prepared by following General Procedure A starting from 2,4-difluoro-5-nitro-benzoic acid methyl ester (440 mg) and methylamine (2 M in THF, 1.01 mL) in DMF. Starting materials: CCC(C)=O, CC(C)=O, COCCOCCOc1ccc2c(c1)S(=O)(=O)N(CCl)C2=O, ClCCl, [Na], Sc1nnnn1-c1ccccc1. The product is COCCOCCOc1ccc2c(c1)S(=O)(=O)N(CSc1nnnn1-c1ccccc1)C2=O. RXN SMILES: [CH2:43]([C:44]([CH3:45])=[O:46])[CH3:47].[CH3:36][C:37]([CH3:38])=[O:39].[Cl:1][CH2:2][N:3]1[S:4](=[O:5])(=[O:6])[c:7]2[cH:8][c:9]([O:15][CH2:16][CH2:17][O:18][CH2:19][CH2:20][O:21][CH3:22])[cH:10][cH:11][c:12]2[C:13]1=[O:14].[Cl:40][CH2:41][Cl:42].[Na:23].[c:24]1(-[n:30]2[n:31][n:32][n:33][c:34]2[SH:35])[cH:25][cH:26][cH:27][cH:28][cH:29]1>>[CH2:2]([N:3]1[S:4](=[O:5])(=[O:6])[c:7]2[cH:8][c:9]([O:15][CH2:16][CH2:17][O:18][CH2:19][CH2:20][O:21][CH3:22])[cH:10][cH:11][c:12]2[C:13]1=[O:14])[S:35][c:34]1[n:30](-[c:24]2[cH:25][cH:26][cH:27][cH:28][cH:29]2)[n:31][n:32][n:33]1.